This data is from the Open Reaction Database (ORD), a public repository of structured organic reaction records. The task is: describe an organic reaction: reactants, conditions, products, and yield Reactants: solution, Cl (HCl), CCO (EtOH), C(C)(C)(C)OC(=O)N1CCC(CC1)N1N=CC(=C1C)C1=NC2=C(C=CC=C2N=C1)C1=CC(=C(C(=C1)F)CN1CCOCC1)F (4-{4-[8-(3,5-Difluoro-4-morpholin-4-ylmethyl-phenyl)-quinoxalin-2-yl]-5-methyl-pyrazol-1-yl}-piperidine-1-carboxylic acid tert-butyl ester). Conditions: temperature 60 celsius. Yields the product FC=1C=C(C=C(C1CN1CCOCC1)F)C=1C=CC=C2N=CC(=NC12)C=1C=NN(C1C)C1CCNCC1 (8-(3,5-Difluoro-4-morpholin-4-ylmethyl-phenyl)-2-(5-methyl-1-piperidin-4-yl-1H-pyrazol-4-yl)-quinoxaline). Reaction SMILES: Cl.CCO.C(OC([N:12]1[CH2:17][CH2:16][CH:15]([N:18]2[C:22]([CH3:23])=[C:21]([C:24]3[CH:33]=[N:32][C:31]4[C:26](=[C:27]([C:34]5[CH:39]=[C:38]([F:40])[C:37]([CH2:41][N:42]6[CH2:47][CH2:46][O:45][CH2:44][CH2:43]6)=[C:36]([F:48])[CH:35]=5)[CH:28]=[CH:29][CH:30]=4)[N:25]=3)[CH:20]=[N:19]2)[CH2:14][CH2:13]1)=O)(C)(C)C>>[F:40][C:38]1[CH:39]=[C:34]([C:27]2[CH:28]=[CH:29][CH:30]=[C:31]3[C:26]=2[N:25]=[C:24]([C:21]2[CH:20]=[N:19][N:18]([CH:15]4[CH2:16][CH2:17][NH:12][CH2:13][CH2:14]4)[C:22]=2[CH3:23])[CH:33]=[N:32]3)[CH:35]=[C:36]([F:48])[C:37]=1[CH2:41][N:42]1[CH2:47][CH2:46][O:45][CH2:44][CH2:43]1. Procedure: A 1.25 M solution of HCl in EtOH (5 ml, 6.26 mmol) is added to 4-{4-[8-(3,5-Difluoro-4-morpholin-4-ylmethyl-phenyl)-quinoxalin-2-yl]-5-methyl-pyrazol-1-yl}-piperidine-1-carboxylic acid tert-butyl ester (Example 121, 239 mg, 0.368 mmol) and the reaction mixture is heated at 60° C. for 4 h. After cooling, the yellow suspension is concentrated under vacuo and the residue is diluted with EtOAc, poured onto a saturated solution of NaHCO3 and extracted 3× with EtOAc. The combined organic layers are wa... The reactants are OCN1C(N(CC1)CO)=O (1,3-bis(hydroxymethyl)-2-imidazolidone), C(C)(C)(C)C=1C=C(C=C(C1O)C(C)(C)C)S (3,5-di-t-butyl-4-hydroxybenzenethiol), Cl (hydrogen chloride). Solvent: CO (methyl alcohol). The product is C(C)(C)(C)C=1C=C(C=C(C1O)C(C)(C)C)SCN1C(N(CC1)CSC1=CC(=C(C(=C1)C(C)(C)C)O)C(C)(C)C)=O (1,3-bis(3,5-di-tert.-butyl-4-hydroxyphenylthiomethyl)-2-imidazolidone). Yield: 78.0%. As a reaction SMILES: O[CH2:2][N:3]1[CH2:7][CH2:6][N:5]([CH2:8]O)[C:4]1=[O:10].[C:11]([C:15]1[CH:16]=[C:17]([SH:26])[CH:18]=[C:19]([C:22]([CH3:25])([CH3:24])[CH3:23])[C:20]=1[OH:21])([CH3:14])([CH3:13])[CH3:12].Cl>CO>[C:11]([C:15]1[CH:16]=[C:17]([S:26][CH2:2][N:3]2[CH2:7][CH2:6][N:5]([CH2:8][S:26][C:17]3[CH:16]=[C:15]([C:11]([CH3:12])([CH3:13])[CH3:14])[C:20]([OH:21])=[C:19]([C:22]([CH3:25])([CH3:24])[CH3:23])[CH:18]=3)[C:4]2=[O:10])[CH:18]=[C:19]([C:22]([CH3:25])([CH3:24])[CH3:23])[C:20]=1[OH:21])([CH3:14])([CH3:13])[CH3:12]. Procedure: A solution of 3.65 grams of 1,3-bis(hydroxymethyl)-2-imidazolidone and 11.92 grams of 3,5-di-t-butyl-4-hydroxybenzenethiol in 100 ml of methyl alcohol was treated with anhydrous hydrogen chloride. The reaction mixture was cooled and the product recrystallized from methyl alcohol to give 11.43 grams of white solid, m.p. 173°-176° C. Starting materials: Cl.FC1=C(C=CC=C1)C1=C(C=C2N3[C@@H](C(NN=C3COC2=C1)=O)C)[C@H]1[C@H](CNCC1)C ((R)-7-(2-fluoro-phenyl)-4-methyl-6-((3R,4R)-3-methyl-piperidin-4-yl)-2,10-dihydro-9-oxa-1,2,4a-triaza-phenanthren-3-one hydrochloride), C=O (paraformaldehyde), [B-]C#N.[Na+] (sodium cyanotrihydroborate). Run in CO (MeOH), CC(=O)O (AcOH). Reaction conditions: temperature 80 celsius, time 16 hour. The product is CN1C[C@@H]([C@@H](CC1)C=1C=C2N3[C@@H](C(NN=C3COC2=CC1C1=C(C=CC=C1)F)=O)C)C ((R)-6-((3R,4R)-1,3-dimethyl-piperidin-4-yl)-7-(2-fluoro-phenyl)-4-methyl-2,10-dihydro-9-oxa-1,2,4a-triaza-phenanthren-3-one). Yield: 39.6%. As a reaction SMILES: Cl.[F:2][C:3]1[CH:8]=[CH:7][CH:6]=[CH:5][C:4]=1[C:9]1[CH:22]=[C:21]2[C:12]([N:13]3[C:18]([CH2:19][O:20]2)=[N:17][NH:16][C:15](=[O:23])[C@H:14]3[CH3:24])=[CH:11][C:10]=1[C@@H:25]1[CH2:30][CH2:29][NH:28][CH2:27][C@@H:26]1[CH3:31].C=O.[B-][C:35]#N.[Na+]>CO.CC(O)=O>[CH3:35][N:28]1[CH2:29][CH2:30][C@@H:25]([C:10]2[CH:11]=[C:12]3[C:21](=[CH:22][C:9]=2[C:4]2[CH:5]=[CH:6][CH:7]=[CH:8][C:3]=2[F:2])[O:20][CH2:19][C:18]2[N:13]3[C@H:14]([CH3:24])[C:15](=[O:23])[NH:16][N:17]=2)[C@@H:26]([CH3:31])[CH2:27]1 |f:0.1,3.4|. Reported procedure: A mixture of (R)-7-(2-fluoro-phenyl)-4-methyl-6-((3R,4R)-3-methyl-piperidin-4-yl)-2,10-dihydro-9-oxa-1,2,4a-triaza-phenanthren-3-one hydrochloride acid (3.05 g, 6.88 mmol) and paraformaldehyde (2.066 g, 68.8 mmol) in MeOH (60 mL) and AcOH (6 mL) was stirred at 80° C. for 16 h. Then, sodium cyanotrihydroborate (0.865 g, 13.76 mmol) was added and the reaction mixture was stirred at ambient temperature for 0.5 h. The reaction mixture was concentrated in vacuo and the residue was purified by column ... The reactants are CCOC(=O)CC(=O)O, CCN=C=NCCCN(C)C, CCN(C(C)C)C(C)C, Fc1ccc(Cl)c(OC2CCNCC2)c1, Cl, Cl, CN(C)C=O, O, On1nnc2ccccc21. Yields the product CCOC(=O)CC(=O)N1CCC(Oc2cc(F)ccc2Cl)CC1. Reaction SMILES: [CH2:1]([CH3:2])[O:3][C:4]([CH2:5][C:6](=[O:7])[OH:8])=[O:9].[CH3:29][CH2:30][N:31]=[C:32]=[N:33][CH2:34][CH2:35][CH2:36][N:37]([CH3:38])[CH3:39].[CH:10]([N:11]([CH2:12][CH3:13])[CH:14]([CH3:15])[CH3:16])([CH3:17])[CH3:18].[Cl:42][c:43]1[c:44]([O:45][CH:46]2[CH2:47][CH2:48][NH:49][CH2:50][CH2:51]2)[cH:52][c:53]([F:56])[cH:54][cH:55]1.[ClH:40].[ClH:41].[O:57]=[CH:58][N:59]([CH3:60])[CH3:61].[OH2:62].[OH:19][n:20]1[c:21]2[c:22]([cH:23][cH:24][cH:25][cH:26]2)[n:27][n:28]1>>[CH2:1]([CH3:2])[O:3][C:4]([CH2:5][C:6](=[O:8])[N:49]1[CH2:48][CH2:47][CH:46]([O:45][c:44]2[c:43]([Cl:42])[cH:55][cH:54][c:53]([F:56])[cH:52]2)[CH2:51][CH2:50]1)=[O:9]. Starting materials: [Br-], N#CCCCCCC[P+](c1ccccc1)(c1ccccc1)c1ccccc1, C1CCOC1, COc1ccc(C=O)cc1. The product is COc1ccc(C=CCCCCCC#N)cc1. RXN SMILES: [Br-:1].[C:2](#[N:3])[CH2:4][CH2:5][CH2:6][CH2:7][CH2:8][CH2:9][P+:10]([c:11]1[cH:12][cH:13][cH:14][cH:15][cH:16]1)([c:17]1[cH:18][cH:19][cH:20][cH:21][cH:22]1)[c:23]1[cH:24][cH:25][cH:26][cH:27][cH:28]1.[CH2:39]1[O:40][CH2:41][CH2:42][CH2:43]1.[CH:29]([c:30]1[cH:31][cH:32][c:33]([O:36][CH3:37])[cH:34][cH:35]1)=[O:38]>>[C:2](#[N:3])[CH2:4][CH2:5][CH2:6][CH2:7][CH2:8][CH:9]=[CH:29][c:30]1[cH:31][cH:32][c:33]([O:36][CH3:37])[cH:34][cH:35]1.